Dataset: the Open Reaction Database (ORD), a public repository of structured organic reaction records. Task: describe an organic reaction: reactants, conditions, products, and yield The reactants are C(C1=CC=CC=C1)C1=C(N)C(=CC=C1)C (2-benzyl-6-methylaniline), BrCC(=O)Br (bromoacetyl bromide). Product: C(C1=CC=CC=C1)C1=C(C(=CC=C1)C)NC(CBr)=O (2-benzyl-1-(2-bromoacetylamino)-6-methylbenzene). Reaction SMILES: [CH2:1]([C:8]1[CH:14]=[CH:13][CH:12]=[C:11]([CH3:15])[C:9]=1[NH2:10])[C:2]1[CH:7]=[CH:6][CH:5]=[CH:4][CH:3]=1.[Br:16][CH2:17][C:18](Br)=[O:19]>>[CH2:1]([C:8]1[CH:14]=[CH:13][CH:12]=[C:11]([CH3:15])[C:9]=1[NH:10][C:18](=[O:19])[CH2:17][Br:16])[C:2]1[CH:3]=[CH:4][CH:5]=[CH:6][CH:7]=1. Procedure details: 2-benzyl-6-methylaniline [A. W. H. Wardrop et al.: J. Chem. Soc., Perkin Trans. 1, 12, 1279 (1976)] and bromoacetyl bromide were used to produce the above compound in the same way as Reference Example 8. Reactants: supernatant reaction solution, FC1=C(C=CC(=C1)C(F)(F)F)C(C)=O (1-[2-fluoro-4-(trifluoromethyl)phenyl]ethanone), C1(CC1)Br (cyclopropyl bromide), ice water, [Mg] (magnesium). The reagents and catalysts are BrC(C)Br (dibromoethane). Run in C(C)OCC (diethyl ether), C(C)OCC (diethyl ether), C(C)OCC (diethyl ether). Reaction conditions: time 8 hour. Product: C1(CC1)C(C)(O)C1=C(C=C(C=C1)C(F)(F)F)F (1-Cyclopropyl-1-[2-fluoro-4-(trifluoromethyl)phenyl]ethanol). As a reaction SMILES: [CH:1]1(Br)[CH2:3][CH2:2]1.[Mg].[F:6][C:7]1[CH:12]=[C:11]([C:13]([F:16])([F:15])[F:14])[CH:10]=[CH:9][C:8]=1[C:17](=[O:19])[CH3:18]>BrC(Br)C.C(OCC)C>[CH:1]1([C:17]([C:8]2[CH:9]=[CH:10][C:11]([C:13]([F:14])([F:15])[F:16])=[CH:12][C:7]=2[F:6])([OH:19])[CH3:18])[CH2:3][CH2:2]1. Procedure details: A few drops of dibromoethane and then 6.30 g (52.1 mmol) of cyclopropyl bromide, dissolved in 20 ml of diethyl ether, were added under argon to 1.33 g (54.7 mmol) of magnesium in 90 ml of dry diethyl ether. The mixture was heated under reflux for 2 h. After cooling, 21 ml (9.94 mmol) of the supernatant reaction solution were added dropwise under argon to a solution of 850 mg (4.12 mmol) of 1-[2-fluoro-4-(trifluoromethyl)phenyl]ethanone in 17 ml of diethyl ether, and the mixture was stirred at RT... Reactants: COC(=O)[C@@H]1CC[C@H](CC1)NC(C1=C(C=CC(=C1)C(F)(F)F)Cl)=O (Trans-4-(2-Chloro-5-trifluoromethyl-benzoylamino)-cyclohexane carboxylic acid methyl ester), [H-].[Al+3].[Li+].[H-].[H-].[H-] (lithium aluminium hydride), CCOCC (Et2O). Solvent: C1CCOC1 (THF). Reaction conditions: temperature 0 celsius, time 2 hour. Yields the product ClC1=C(C(=O)N[C@@H]2CC[C@H](CC2)CO)C=C(C=C1)C(F)(F)F (Trans-2-Chloro-N-(4-hydroxymethyl-cyclohexyl)-5-trifluoromethyl-benzamide). As a reaction SMILES: C[O:2][C:3]([C@H:5]1[CH2:10][CH2:9][C@H:8]([NH:11][C:12](=[O:24])[C:13]2[CH:18]=[C:17]([C:19]([F:22])([F:21])[F:20])[CH:16]=[CH:15][C:14]=2[Cl:23])[CH2:7][CH2:6]1)=O.[H-].[Al+3].[Li+].[H-].[H-].[H-].CCOCC>C1COCC1>[Cl:23][C:14]1[CH:15]=[CH:16][C:17]([C:19]([F:20])([F:21])[F:22])=[CH:18][C:13]=1[C:12]([NH:11][C@H:8]1[CH2:9][CH2:10][C@H:5]([CH2:3][OH:2])[CH2:6][CH2:7]1)=[O:24] |f:1.2.3.4.5.6|. Reported procedure: To a solution of trans-4-(2-chloro-5-trifluoromethyl-benzoylamino)-cyclohexane carboxylic acid methyl ester (step 1) (95.2 g, 0.26 mol) in dry THF (1000 ml) under nitrogen at 0° C. was added lithium aluminium hydride pellets (20 g, 0.53 mol) portion wise over 3 hours. The reaction mixture was stirred at 0° C. for a further 2 hours and then carefully quenched at 0° C. by the addition of water (40 ml) in THF (60 ml) followed by further THF (500 ml) to maintain a mobile suspension. Finally, 1M sodi... Reactants: CN (Methylamine), C(C)(=O)N1CC(C2=CC(=C(C=C12)S(=O)(=O)Cl)Br)(C)C (1-acetyl-5-bromo-3,3-dimethyl-2,3-dihydro-1H-indole-6-sulfonyl chloride). Procedure: Methylamine (2 M solution in THF, 2.4 mL, 4.9 mmol) was added to a solution of 1-acetyl-5-bromo-3,3-dimethyl-2,3-dihydro-1H-indole-6-sulfonyl chloride (300 mg, 0.82 mmol) in THF (10 mL). The solution was stirred at room temperature for 30 minutes then the solvent was removed in vacuo and the residue partitioned between water and EtOAc. The organic phase was dried (MgSO4), filtered and concentrated to give the title compound (271 mg) as a yellow solid. 1H NMR (CDCl3): 8.93 (1H, s), 7.44 (1H, s), ... Run in C1CCOC1 (THF). Run at time 30 minute. RXN SMILES: [CH3:1][NH2:2].[C:3]([N:6]1[C:14]2[C:9](=[CH:10][C:11]([Br:19])=[C:12]([S:15](Cl)(=[O:17])=[O:16])[CH:13]=2)[C:8]([CH3:21])([CH3:20])[CH2:7]1)(=[O:5])[CH3:4]>C1COCC1>[CH3:1][NH:2][S:15]([C:12]1[CH:13]=[C:14]2[C:9]([C:8]([CH3:21])([CH3:20])[CH2:7][N:6]2[C:3](=[O:5])[CH3:4])=[CH:10][C:11]=1[Br:19])(=[O:17])=[O:16]. Yield: 91.5%. The product is CNS(=O)(=O)C1=C(C=C2C(CN(C2=C1)C(C)=O)(C)C)Br (1-Acetyl-5-bromo-3,3-dimethyl-2,3-dihydro-1H-indole-6-sulfonic acid methylamide). Reactants: [O-]S(=O)(=S)[O-].[Na+].[Na+] (Na2S2O3), C(C)OC(C(C)C1=CC=C(C=C1)N)=O (2-(4-Amino-phenyl)-propionic acid ethyl ester), OOS(=O)[O-].[K+] (OXONE), [Na+].[Br-] (NaBr). Solvent: CCOC(=O)C (EtOAc), CC(=O)C (acetone), O (water). Conditions: time 2 minute. The product is C(C)OC(C(C)C1=CC(=C(C=C1)N)Br)=O (2-(4-Amino-3-bromo-phenyl)-propionic acid ethyl ester). RXN SMILES: [CH2:1]([O:3][C:4](=[O:14])[CH:5]([C:7]1[CH:12]=[CH:11][C:10]([NH2:13])=[CH:9][CH:8]=1)[CH3:6])[CH3:2].OOS([O-])=O.[K+].[Na+].[Br-:22].[O-]S([O-])(=S)=O.[Na+].[Na+]>CC(C)=O.O.CCOC(C)=O>[CH2:1]([O:3][C:4](=[O:14])[CH:5]([C:7]1[CH:8]=[CH:9][C:10]([NH2:13])=[C:11]([Br:22])[CH:12]=1)[CH3:6])[CH3:2] |f:1.2,3.4,5.6.7|. Reported procedure: To a stirred solution of 2-(4-Amino-phenyl)-propionic acid ethyl ester (3.16 g) in acetone and water was added OXONE (10.0 g) and NaBr (6.75 g) at room temperature. After stirred for 2 minutes at room temperature, the reaction mixture was diluted with EtOAc and poured into 5% aq. Na2S2O3 solution. The organic layer was dried over magnesium sulfate, filtered and concentrated in vacuo. The resulting residue was chromatographed on silica gel (n-Hex:EtOAc=6:1) to afford the product as white solid. (...